From a dataset of the Open Reaction Database (ORD), a public repository of structured organic reaction records. describe an organic reaction: reactants, conditions, products, and yield Reactants: CC(=O)[O-].[Na+] (NaOAc), CC(=O)N[C@@H]1[C@H]([C@H]([C@H](O[C@@H]1OP(=O)(O)OP(=O)(O)OC[C@@H]2[C@H]([C@H]([C@@H](O2)N3C=CC(=O)NC3=O)O)O)CO)O)O (UDP-GalNAc), MnCl2, polysorbate 80, ( 20K ). Conditions: time 8 hour. Product: OC1[C@@H]([C@@H](O)[C@@H](O)[C@H](O1)CO)NC(=O)C (GalNAc). Reaction SMILES: [CH3:1][C:2]([NH:4][C@H:5]1[C@@H:10]([O:11]P(OP(OC[C@H]2O[C@@H](N3C(=O)NC(=O)C=C3)[C@H](O)[C@@H]2O)(O)=O)(O)=O)[O:9][C@H:8]([CH2:36][OH:37])[C@H:7]([OH:38])[C@@H:6]1[OH:39])=[O:3].CC([O-])=O.[Na+]>>[OH:11][CH:10]1[O:9][C@H:8]([CH2:36][OH:37])[C@H:7]([OH:38])[C@H:6]([OH:39])[C@H:5]1[NH:4][C:2]([CH3:1])=[O:3] |f:1.2|. Procedure: MAPTP-G-CSF solution (540 ug) was concentrated and exchanged with 1M MES buffer (pH 6.0) and adjusted to 50 ul. Then UDP-GalNAc (100 ug, 0.15 umol, 5 eq), GalNAcT2 (5.0 U/ml, 5 ul) and 100 mM MnCl2 (5 ul) was added. The resulting mixture was rocked at RT overnight. Then CMP-SA-PEG (20K) (2.16 mg, 0.108 umol) and St6GalNAcI (1.0 U/ml, 50 ul) were added. The solution was rocked at rt for 60 h. Additional CMP-SA-PEG(20K) (2.16 mg, 0.108 umol) and St6GalNAcI (1.0 U/ml, 50 ul) were added, followed by...